From a dataset of the Open Reaction Database (ORD), a public repository of structured organic reaction records. describe an organic reaction: reactants, conditions, products, and yield The solvent is C(Cl)Cl (CH2Cl2). Isolated yield 79.6%. Starting materials: NC=1C=CC(=C(C(=O)OCC)C1)OC=1C=C(C=NC1)Cl (ethyl 5-amino-2-(3-chloro-5-pyridyloxy)benzoate), N1=CC=CC=C1 (pyridine), ClC1=C(C(=O)Cl)C=CC(=C1)Cl (2,4-dichlorobenzoyl chloride). Procedure: To a solution of the aniline produced in Example 1 (100 mg, 0.34 mmol) in CH2Cl2 (2 mL) was added pyridine (81 μL, 1 mmol) and 2,4-dichlorobenzoyl chloride (140 mg, 0.68 mmol). The mixture was stirred for 90 min. The product was purified by column chromatography on silica gel (gradient elution: 30:1 hexane/ethyl acetate to 7:1 hexane/ethyl acetate) followed by recrystallization from Ch2Cl2/hexanes to yield 126 mg (79%) of the title compound. mp 125-127° C. Reaction SMILES: [NH2:1][C:2]1[CH:3]=[CH:4][C:5]([O:13][C:14]2[CH:15]=[C:16]([Cl:20])[CH:17]=[N:18][CH:19]=2)=[C:6]([CH:12]=1)[C:7]([O:9][CH2:10][CH3:11])=[O:8].N1C=CC=CC=1.[Cl:27][C:28]1[CH:36]=[C:35]([Cl:37])[CH:34]=[CH:33][C:29]=1[C:30](Cl)=[O:31]>C(Cl)Cl>[Cl:27][C:28]1[CH:36]=[C:35]([Cl:37])[CH:34]=[CH:33][C:29]=1[C:30]([NH:1][C:2]1[CH:3]=[CH:4][C:5]([O:13][C:14]2[CH:15]=[C:16]([Cl:20])[CH:17]=[N:18][CH:19]=2)=[C:6]([CH:12]=1)[C:7]([O:9][CH2:10][CH3:11])=[O:8])=[O:31]. Conditions: time 90 minute. Product: ClC1=C(C(=O)NC=2C=CC(=C(C(=O)OCC)C2)OC=2C=C(C=NC2)Cl)C=CC(=C1)Cl (ethyl 5-(2,4-dichlorobenzamido)-2-(3-chloro-5-pyridyloxy)benzoate). The reactants are COC=1C=C(C(=O)N(C)C2=C(C=C(C=C2)C)OCCCCCC(=O)N2CCN(CC2)C)C=CC1NC(=O)C=1C(=CC=CC1)C1=CC=C(C=C1)[N+](=O)[O-] (3-methoxy-4-(4′-nitrobiphenyl-2-carboxamido)-N-[4-methyl-2-[5-(4-methylpiperazin-1-ylcarbonyl)pent-1-yloxy]phenyl]-N-methylbenzamide), [H][H] (hydrogen), product, Cl (hydrochloric acid). Reagents/catalysts: [OH-].[Pd+2].[OH-] (palladium hydroxide). The solvent is CO (methanol), C(C)O (ethanol). Conditions: time 5 hour. The product is Cl.Cl.NC1=CC=C(C=C1)C=1C(=CC=CC1)C(=O)NC1=C(C=C(C(=O)N(C)C2=C(C=C(C=C2)C)OCCCCCC(=O)N2CCN(CC2)C)C=C1)OC (4-(4′-aminobiphenyl-2-carboxamido)-3-methoxy-N-[4-methyl-2-[5-(4-methylpiperazin-1-ylcarbonyl)pent-1-yloxy]phenyl]-N-methylbenzamide dihydrochloride). As a reaction SMILES: [CH3:1][O:2][C:3]1[CH:4]=[C:5]([CH:32]=[CH:33][C:34]=1[NH:35][C:36]([C:38]1[C:39]([C:44]2[CH:49]=[CH:48][C:47]([N+:50]([O-])=O)=[CH:46][CH:45]=2)=[CH:40][CH:41]=[CH:42][CH:43]=1)=[O:37])[C:6]([N:8]([C:10]1[CH:15]=[CH:14][C:13]([CH3:16])=[CH:12][C:11]=1[O:17][CH2:18][CH2:19][CH2:20][CH2:21][CH2:22][C:23]([N:25]1[CH2:30][CH2:29][N:28]([CH3:31])[CH2:27][CH2:26]1)=[O:24])[CH3:9])=[O:7].[H][H].[ClH:55]>CO.C(O)C.[OH-].[Pd+2].[OH-]>[ClH:55].[ClH:55].[NH2:50][C:47]1[CH:48]=[CH:49][C:44]([C:39]2[C:38]([C:36]([NH:35][C:34]3[CH:33]=[CH:32][C:5]([C:6]([N:8]([C:10]4[CH:15]=[CH:14][C:13]([CH3:16])=[CH:12][C:11]=4[O:17][CH2:18][CH2:19][CH2:20][CH2:21][CH2:22][C:23]([N:25]4[CH2:26][CH2:27][N:28]([CH3:31])[CH2:29][CH2:30]4)=[O:24])[CH3:9])=[O:7])=[CH:4][C:3]=3[O:2][CH3:1])=[O:37])=[CH:43][CH:42]=[CH:41][CH:40]=2)=[CH:45][CH:46]=1 |f:5.6.7,8.9.10|. Procedure: A solution of 3-methoxy-4-(4′-nitrobiphenyl-2-carboxamido)-N-[4-methyl-2-[5-(4-methylpiperazin-1-ylcarbonyl)pent-1-yloxy]phenyl]-N-methylbenzamide (910 mg), 20% palladium hydroxide (200 mg) in methanol (30 ml) was stirred under atmospheric pressure of hydrogen at ambient temperature. After 5 hours, the reaction mixture was filtered through a bed of Celite, and the solvent was removed by evaporation and the crude product was purified by silica gel column chromatography (SiO2; 30 g, 5% methanol in... Starting materials: COC(=O)C1C(=O)CC2CCC1N2Cc1ccccc1, CC(=O)O. The product is COC(=O)C1C(=O)CC2CCC1N2. As a reaction SMILES: [CH2:1]([c:2]1[cH:3][cH:4][cH:5][cH:6][cH:7]1)[N:8]1[CH:9]2[CH:10]([C:17](=[O:18])[O:19][CH3:20])[C:11](=[O:16])[CH2:12][CH:13]1[CH2:14][CH2:15]2.[CH3:21][C:22](=[O:23])[OH:24]>>[NH:8]1[CH:9]2[CH:10]([C:17](=[O:18])[O:19][CH3:20])[C:11](=[O:16])[CH2:12][CH:13]1[CH2:14][CH2:15]2. The reactants are O (water), BrC1=CC2=C(N=C(O2)C=2C=C(N)C=CC2)C=C1 (3-(6-bromobenzoxazol-2-yl)aniline), Compound, C(C)N=C=O (ethyl isocyanate). Run in N1=CC=CC=C1 (pyridine). Run at time 3 hour. The product is BrC1=CC2=C(N=C(O2)C=2C=C(C=CC2)NC(=O)NCC)C=C1 (N-[3-(6-bromobenzoxazol-2-yl)phenyl]-N′-ethylurea). The yield is 85.6%. Reaction SMILES: [Br:1][C:2]1[CH:17]=[CH:16][C:5]2[N:6]=[C:7]([C:9]3[CH:10]=[C:11]([CH:13]=[CH:14][CH:15]=3)[NH2:12])[O:8][C:4]=2[CH:3]=1.[CH2:18]([N:20]=[C:21]=[O:22])[CH3:19].O>N1C=CC=CC=1>[Br:1][C:2]1[CH:17]=[CH:16][C:5]2[N:6]=[C:7]([C:9]3[CH:10]=[C:11]([NH:12][C:21]([NH:20][CH2:18][CH3:19])=[O:22])[CH:13]=[CH:14][CH:15]=3)[O:8][C:4]=2[CH:3]=1. Procedure details: To a solution of 3-(6-bromobenzoxazol-2-yl)aniline (Compound of Example 267) (925 mg) in pyridine (15 ml) was added ethyl isocyanate (680 mg) at room temperature, and the mixture was stirred at room temperature for 3 hours. The reaction mixture was poured into water and extracted with ethyl acetate-tetrahydrofuran (3:1, v/v). The organic layer was washed with 1 N hydrochloric acid, water, a saturated aqueous solution of sodium bicarbonate and water, successively, and dried over MgSO4. The solven... Starting materials: BrBr (bromine), CS(=O)(=O)C1=CC=C(C=C1)O (4-(methanesulfonyl)phenol), BrBr (Bromine). Solvent: C(C)(=O)O (acetic acid), C(C)(=O)O (acetic acid). Conditions: time 16 hour. Product: BrC1=C(C=CC(=C1)S(=O)(=O)C)O (2-Bromo-4-(methanesulfonyl)phenol). The yield is 80.8%. Reaction SMILES: [Br:1]Br.[CH3:3][S:4]([C:7]1[CH:12]=[CH:11][C:10]([OH:13])=[CH:9][CH:8]=1)(=[O:6])=[O:5]>C(O)(=O)C>[Br:1][C:11]1[CH:12]=[C:7]([S:4]([CH3:3])(=[O:5])=[O:6])[CH:8]=[CH:9][C:10]=1[OH:13]. Procedure: A solution of bromine (0.9 ml, 17.45 mmol) in glacial acetic acid (10 ml) was added dropwise to a stirred solution of 4-(methanesulfonyl)phenol (Description 26; 3 g, 17.45 mmol). The resulting solution was stirred at ambient temperature for 16 h. Bromine (0.45 ml) in glacial acetic acid (5 ml) was added dropwise and the solution was stirred for 2 h. The excess acetic acid and bromine were removed in vacuo and the residue was azeotroped with toluene to give the desired compound as an off-white so... Starting materials: O=C1CCCO1, CCOC(C)=O, Nc1ccc(Cl)cc1, Cl. Reaction SMILES: [C:9]1(=[O:14])[CH2:10][CH2:11][CH2:12][O:13]1.[CH3:16][CH2:17][O:18][C:19](=[O:20])[CH3:21].[Cl:1][c:2]1[cH:3][cH:4][c:5]([NH2:6])[cH:7][cH:8]1.[ClH:15]>>[Cl:1][c:2]1[cH:3][cH:4][c:5]([N:6]2[CH2:9][CH2:10][CH2:11][C:12]2=[O:13])[cH:7][cH:8]1. Product: O=C1CCCN1c1ccc(Cl)cc1. Starting materials: C(C)(C)C=1C(=C(CN(C(C=C)=O)C)C=CC1)OCCC (N-(3-isopropyl-2-propoxybenzyl)-N-methylacrylamide), CC1=C(C=CC=C1)P(C2=C(C=CC=C2)C)C3=C(C=CC=C3)C (P(o-tol)3), C(C)(C)N(CC)C(C)C (diisopropylethylamine), BrC1=CC2=C(NC(C(NC2)(C)C)=O)N=C1 (7-bromo-3,3-dimethyl-1,3,4,5-tetrahydro-pyrido[2,3-e][1,4]diazepin-2-one). Reagents/catalysts: CC(=O)[O-].CC(=O)[O-].[Pd+2] (Pd(OAc)2). Solvent: C(CC)#N (propionitrile), CN(C)C=O (DMF). The product is CC1(NCC2=C(NC1=O)N=CC(=C2)/C=C/C(=O)N(C)CC2=C(C(=CC=C2)C(C)C)OCCC)C ((E)-3-(3,3-Dimethyl-2-oxo-2,3,4,5-tetrahydro-1H-pyrido[2,3-e][1,4]diazepin-7-yl)-N-(3-isopropyl-2-propoxybenzyl)-N-methylacrylamide). Isolated yield 31.0%. As a reaction SMILES: [CH:1]([C:4]1[C:5]([O:17][CH2:18][CH2:19][CH3:20])=[C:6]([CH:14]=[CH:15][CH:16]=1)[CH2:7][N:8]([CH3:13])[C:9](=[O:12])[CH:10]=[CH2:11])([CH3:3])[CH3:2].C(N(C(C)C)CC)(C)C.Br[C:31]1[CH:44]=[N:43][C:34]2[NH:35][C:36](=[O:42])[C:37]([CH3:41])([CH3:40])[NH:38][CH2:39][C:33]=2[CH:32]=1.CC1C=CC=CC=1P(C1C=CC=CC=1C)C1C=CC=CC=1C>C(#N)CC.CN(C=O)C.CC([O-])=O.CC([O-])=O.[Pd+2]>[CH3:40][C:37]1([CH3:41])[C:36](=[O:42])[NH:35][C:34]2[N:43]=[CH:44][C:31](/[CH:11]=[CH:10]/[C:9]([N:8]([CH2:7][C:6]3[CH:14]=[CH:15][CH:16]=[C:4]([CH:1]([CH3:3])[CH3:2])[C:5]=3[O:17][CH2:18][CH2:19][CH3:20])[CH3:13])=[O:12])=[CH:32][C:33]=2[CH2:39][NH:38]1 |f:6.7.8|. Procedure: A solution of N-(3-isopropyl-2-propoxybenzyl)-N-methylacrylamide (0.397 g, 1.47 mmol) in propionitrile (5 mL) and DMF (1 mL) was deoxygenated with Ar for 20 min. The solution was treated with diisopropylethylamine (0.40 mL, 2.33 mmol) and 7-bromo-3,3-dimethyl-1,3,4,5-tetrahydro-pyrido[2,3-e][1,4]diazepin-2-one (0.300 g, 1.11 mmol). The solution was deoxygenated with Ar for 20 min. Pd(OAc)2 (0.024 g, 0.111 mmol) and P(o-tol)3 (0.067 g, 0.222 mmol) were then added and the mixture deoxygenated with... Reactants: CN1CCCC(CC1)N2C(=O)C=3C=CC=CC3C(=N2)CC=4C=CC(=CC4)Cl.Cl (azelastine HCl), cellulose, O.OC1[C@H](O)[C@@H](O)[C@H](O[C@H]2[C@H](O)[C@@H](O)[C@@H](O)[C@H](O2)CO)[C@H](O1)CO (lactose monohydrate), cellulose, [Si](=O)=O (silicon dioxide). Yields the product CN1CCCC(CC1)N2C(=O)C=3C=CC=CC3C(=N2)CC=4C=CC(=CC4)Cl (azelastine). RXN SMILES: [CH3:1][N:2]1[CH2:8][CH2:7][CH:6]([N:9]2[N:19]=[C:18]([CH2:20][C:21]3[CH:22]=[CH:23][C:24]([Cl:27])=[CH:25][CH:26]=3)[C:17]3[CH:16]=[CH:15][CH:14]=[CH:13][C:12]=3[C:10]2=[O:11])[CH2:5][CH2:4][CH2:3]1.Cl.O.OC1O[C@H](CO)[C@@H](O[C@@H]2O[C@H](CO)[C@H](O)[C@H](O)[C@H]2O)[C@H](O)[C@H]1O.[Si](=O)=O>>[CH3:1][N:2]1[CH2:8][CH2:7][CH:6]([N:9]2[N:19]=[C:18]([CH2:20][C:21]3[CH:26]=[CH:25][C:24]([Cl:27])=[CH:23][CH:22]=3)[C:17]3[CH:16]=[CH:15][CH:14]=[CH:13][C:12]=3[C:10]2=[O:11])[CH2:5][CH2:4][CH2:3]1 |f:0.1,2.3|. Reported procedure: A premix is prepared of 440 g of azelastine-HCl, 360 mg of micro crystalline cellulose and 200 g of talcum. This premix together with 6000 g of lactose monohydrate, 2870 g of microcrystalline cellulose and 100 g of highly disperse silicon dioxide are passed through a sieve and homogenized in a sutable mixer. 30 g of magnesium stearate are sieved into the mixture so obtained and the resulting mixture is homogenized one more time. The mass so obtained is pressed into tablets weighing 100 mg having... The reactants are COC=1C=C2CCC=3N(C2=CC1)CCN3 (7-Methoxy-1,2,4,5-tetrahydroimidazo[1,2-a]quinoline), C(Cl)(Cl)OC (Cl2CHOMe). The reagents and catalysts are Cl[Ti](Cl)(Cl)Cl (TiCl4). Solvent: C(Cl)Cl (CH2Cl2). Run at time 10 minute. Product: COC=1C=C2CCC=3N(C2=CC1C=O)CCN3 (7-Methoxy-1,2,4,5-tetrahydroimidazo[1,2-a]quinoline-8-carboxaldehyde). The yield is 35.0%. Reaction SMILES: [CH3:1][O:2][C:3]1[CH:4]=[C:5]2[C:10](=[CH:11][CH:12]=1)[N:9]1[CH2:13][CH2:14][N:15]=[C:8]1[CH2:7][CH2:6]2.[CH:16]([O:19]C)(Cl)Cl>C(Cl)Cl.Cl[Ti](Cl)(Cl)Cl>[CH3:1][O:2][C:3]1[CH:4]=[C:5]2[C:10](=[CH:11][C:12]=1[CH:16]=[O:19])[N:9]1[CH2:13][CH2:14][N:15]=[C:8]1[CH2:7][CH2:6]2. Procedure: To a stirred solution of Compound 14 (63 mg, 0.31 mmol) in CH2Cl2 (5 ml) was added TiCl4 (0.17 ml, 1.6 mmol) at 0° C. After the reaction mixture was stirred for 10 minutes, Cl2CHOMe (0.14 ml, 1.6 mmol) was added at 0° C., and stirred for 3 h. The mixture was quenched by the addition of water, basified with NaOH aq., and extracted with CH2Cl2. The combined CH2Cl2 extracts were dried over MgSO4, filtered, and concentrated. The residue was purified by SiO2 chromatography to give Compound 15 (25 mg,...